Dataset: the Open Reaction Database (ORD), a public repository of structured organic reaction records. Task: describe an organic reaction: reactants, conditions, products, and yield The reactants are [Br-].BrCCC[P+](C1=CC=CC=C1)(C1=CC=CC=C1)C1=CC=CC=C1 ((3-Bromo-propyl)-triphenyl-phosphonium bromide), [N-]=[N+]=[N-].[Na+] (sodium azide). Solvent: C(C)O.O (ethanol water). Product: [Br-].N(=[N+]=[N-])CCC[P+](C1=CC=CC=C1)(C1=CC=CC=C1)C1=CC=CC=C1 ((3-azido-propyl)-triphenyl-phosphonium bromide). Reaction SMILES: [Br-].[Br:2][CH2:3][CH2:4][CH2:5][P+:6]([C:19]1[CH:24]=[CH:23][CH:22]=[CH:21][CH:20]=1)([C:13]1[CH:18]=[CH:17][CH:16]=[CH:15][CH:14]=1)[C:7]1[CH:12]=[CH:11][CH:10]=[CH:9][CH:8]=1.[N-:25]=[N+:26]=[N-:27].[Na+]>C(O)C.O>[Br-:2].[N:25]([CH2:3][CH2:4][CH2:5][P+:6]([C:19]1[CH:24]=[CH:23][CH:22]=[CH:21][CH:20]=1)([C:13]1[CH:18]=[CH:17][CH:16]=[CH:15][CH:14]=1)[C:7]1[CH:12]=[CH:11][CH:10]=[CH:9][CH:8]=1)=[N+:26]=[N-:27] |f:0.1,2.3,4.5,6.7|. Procedure details: (3-Bromo-propyl)-triphenyl-phosphonium bromide was dissolved in ethanol/water (1/1). To it sodium azide was added. The reaction mixture was heated up to reflux overnight. Solvents were removed by evaporation. The residue was extracted by dry ethanol. Filtered and evaporated to give crude (3-azido-propyl)-triphenyl-phosphonium bromide and was used directly for the next step reaction without further purification. Starting materials: CCN=C=NCCCN(C)C, Cc1ccc(C)c(NC2CCNCC2)c1, CCN(C(C)C)C(C)C, Cl, Cl, Cl, CN(C)C=O, O, On1nnc2ccccc21, O=C(O)CNC(=O)c1cc(-c2ccccc2)[nH]n1. Yields the product Cc1ccc(C)c(NC2CCN(C(=O)CNC(=O)c3cc(-c4ccccc4)[nH]n3)CC2)c1. As a reaction SMILES: [CH3:38][CH2:39][N:40]=[C:41]=[N:42][CH2:43][CH2:44][CH2:45][N:46]([CH3:47])[CH3:48].[CH3:52][c:53]1[c:54]([NH:60][CH:61]2[CH2:62][CH2:63][NH:64][CH2:65][CH2:66]2)[cH:55][c:56]([CH3:59])[cH:57][cH:58]1.[CH:19]([N:20]([CH2:21][CH3:22])[CH:23]([CH3:24])[CH3:25])([CH3:26])[CH3:27].[ClH:49].[ClH:50].[ClH:51].[O:67]=[CH:68][N:69]([CH3:70])[CH3:71].[OH2:72].[OH:28][n:29]1[c:30]2[c:31]([cH:32][cH:33][cH:34][cH:35]2)[n:36][n:37]1.[c:1]1(-[c:7]2[cH:8][c:9]([C:12](=[O:13])[NH:14][CH2:15][C:16](=[O:17])[OH:18])[n:10][nH:11]2)[cH:2][cH:3][cH:4][cH:5][cH:6]1>>[c:1]1(-[c:7]2[cH:8][c:9]([C:12](=[O:13])[NH:14][CH2:15][C:16](=[O:18])[N:64]3[CH2:63][CH2:62][CH:61]([NH:60][c:54]4[c:53]([CH3:52])[cH:58][cH:57][c:56]([CH3:59])[cH:55]4)[CH2:66][CH2:65]3)[n:10][nH:11]2)[cH:2][cH:3][cH:4][cH:5][cH:6]1. Starting materials: O.CC1=CC=C(C=C1)S(=O)(=O)O (4-methylbenzenesulphonic acid hydrate), OC1=C(C(=CC=C1)O)NC(CC=1NC(C=C(N1)N1CCOCC1)=O)=O (N-(2,6-dihydroxyphenyl)-2-[4-(morpholin-4-yl)-6-oxo-1,6-dihydropyrimidin-2-yl]acetamide). Procedure details: 239 mg of 4-methylbenzenesulphonic acid hydrate are added to a solution of 870 mg of N-(2,6-dihydroxyphenyl)-2-[4-(morpholin-4-yl)-6-oxo-1,6-dihydropyrimidin-2-yl]acetamide in 60 ml of ortho-xylene. The reaction mixture is brought to reflux for 4 hours. After cooling to 0° C., the insoluble material formed is filtered off. The filtrate is concentrated to dryness under reduced pressure and then the residue is chromatographed on a silica gel column, elution being carried out with 90/10 CH2Cl2/MeOH... Solvent: C=1(C(=CC=CC1)C)C (ortho-xylene). As a reaction SMILES: O.CC1C=CC(S(O)(=O)=O)=CC=1.[OH:13][C:14]1[CH:19]=[CH:18][CH:17]=[C:16](O)[C:15]=1[NH:21][C:22](=[O:37])[CH2:23][C:24]1[NH:25][C:26](=[O:36])[CH:27]=[C:28]([N:30]2[CH2:35][CH2:34][O:33][CH2:32][CH2:31]2)[N:29]=1>C1(C)C(C)=CC=CC=1>[OH:13][C:14]1[C:15]2[N:21]=[C:22]([CH2:23][C:24]3[NH:25][C:26](=[O:36])[CH:27]=[C:28]([N:30]4[CH2:35][CH2:34][O:33][CH2:32][CH2:31]4)[N:29]=3)[O:37][C:16]=2[CH:17]=[CH:18][CH:19]=1 |f:0.1|. Product: OC1=CC=CC2=C1N=C(O2)CC2=NC(=CC(N2)=O)N2CCOCC2 (2-[(4-hydroxy-1,3-benzoxazol-2-yl)methyl]-6-(morpholin-4-yl)pyrimidin-4(3H)-one). Yield: 79.3%. Conditions: temperature 0 celsius. The product is COC(=O)c1ccc(-c2ccc3c(c2)CCC(CN)O3)cc1. As a reaction SMILES: [C:1]([O:2][C:3](=[O:4])[NH:8][CH2:9][CH:10]1[O:11][c:12]2[cH:13][cH:14][c:15](-[c:20]3[cH:21][cH:22][c:23]([C:24](=[O:25])[O:26][CH3:27])[cH:28][cH:29]3)[cH:16][c:17]2[CH2:18][CH2:19]1)([CH3:5])([CH3:6])[CH3:7].[CH2:31]1[O:32][CH2:33][CH2:34][O:35][CH2:36]1.[ClH:30]>>[NH2:8][CH2:9][CH:10]1[O:11][c:12]2[cH:13][cH:14][c:15](-[c:20]3[cH:21][cH:22][c:23]([C:24](=[O:25])[O:26][CH3:27])[cH:28][cH:29]3)[cH:16][c:17]2[CH2:18][CH2:19]1. Starting materials: COC(=O)c1ccc(-c2ccc3c(c2)CCC(CNC(=O)OC(C)(C)C)O3)cc1, C1COCCO1, Cl. Starting materials: N1=CC(=C(C=C1)N)N (3,4-pyridinediamine), Cl.C(C1=CC=CC=C1)N1CC(OCC1)C(=O)O (4-benzylmorpholine-2-carboxylic acid hydrochloride), polyphosphoric acid, [NH4+].[OH-] (NH4OH). The solvent is O (water). Product: C1(=CC=CC=C1)CN1CC(OCC1)C=1NC2=C(C=NC=C2)N1 (2-[4-(Phenylmethyl)-2-morpholinyl]-1H-imidazo[4,5-c]pyridine). Isolated yield 21.8%. RXN SMILES: [N:1]1[CH:6]=[CH:5][C:4]([NH2:7])=[C:3]([NH2:8])[CH:2]=1.Cl.[CH2:10]([N:17]1[CH2:22][CH2:21][O:20][CH:19]([C:23](O)=O)[CH2:18]1)[C:11]1[CH:16]=[CH:15][CH:14]=[CH:13][CH:12]=1.[NH4+].[OH-]>O>[C:11]1([CH2:10][N:17]2[CH2:22][CH2:21][O:20][CH:19]([C:23]3[NH:7][C:4]4[CH:5]=[CH:6][N:1]=[CH:2][C:3]=4[N:8]=3)[CH2:18]2)[CH:12]=[CH:13][CH:14]=[CH:15][CH:16]=1 |f:1.2,3.4|. Procedure: A mixture of 3,4-pyridinediamine (1.7 g, 15.58 mmol), 4-benzylmorpholine-2-carboxylic acid hydrochloride (4.82 g, 18.69 mmol) and polyphosphoric acid (40 mL, 15.58 mmol) was refluxed for 12 hours. Then water (70 mL) and NH4OH were added thereto, and the resulting mixture was extracted with CH2Cl2 (10% CH3OH) (3×80 mL). The combined organic solution was washed with brine (2×100 mL), dried, and evaporated in vacuo to afford the title compound (1.0 g). LC-MS (ES) m/z=295 [M+H]+.